This data is from the Open Reaction Database (ORD), a public repository of structured organic reaction records. The task is: describe an organic reaction: reactants, conditions, products, and yield Starting materials: ClC(=O)OCOC(C(C)C)=O (2-methylpropanoic acid chlorocarbonyloxymethyl ester), material, P(=O)(O)(O)CNCC(=O)O (phosphonomethyl glycine), C[Si](N[Si](C)(C)C)(C)C (hexamethyldisilazane), N (ammonia). Solvent: C(Cl)Cl (methylene chloride), C(Cl)Cl (methylene chloride), C(Cl)Cl (Methylene chloride). Reaction conditions: temperature 125 celsius, time 12 hour. The product is C(=O)(O)COP(=O)(O)CNC(=O)OCOC(C(C)C)=O (2-Methylpropanoic acid (carboxymethyl phosphonomethylcarbamoyloxy)-methyl ester). Reaction SMILES: [P:1]([CH2:5][NH:6]CC(O)=O)([OH:4])([OH:3])=[O:2].C[Si](C)(C)N[Si](C)(C)C.N.Cl[C:22]([O:24][CH2:25][O:26][C:27](=[O:31])[CH:28]([CH3:30])[CH3:29])=[O:23]>C(Cl)Cl>[C:27]([CH2:28][O:4][P:1]([CH2:5][NH:6][C:22]([O:24][CH2:25][O:26][C:27](=[O:31])[CH:28]([CH3:30])[CH3:29])=[O:23])([OH:3])=[O:2])([OH:31])=[O:26]. Reported procedure: A stirred solution of phosphonomethyl glycine (9.49 g, 56.2 mmol) in hexamethyldisilazane (25.5 mL, 121 mmol) was slowly heated to 90° C. (at this temperature it was noted out gassing of ammonia occurred). The reaction temperature was increased to 125° C. for 150 min at which time the reaction became homogeneous. The solution was allowed to cool to room temperature at which time, dry methylene chloride (60 mL) was added. The material (34.0 g, 74.5 mmol) was syringed into a flask and placed under...